Dataset: the Open Reaction Database (ORD), a public repository of structured organic reaction records. Task: describe an organic reaction: reactants, conditions, products, and yield Reactants: CC(C)(N)CCc1ccc(C(=O)O)cc1, CO, Cl, O=S(Cl)Cl. Product: COC(=O)c1ccc(CCC(C)(C)N)cc1. Reaction SMILES: [C:6](=[O:7])([OH:8])[c:9]1[cH:10][cH:11][c:12]([CH2:15][CH2:16][C:17]([NH2:18])([CH3:19])[CH3:20])[cH:13][cH:14]1.[CH3:21][OH:22].[ClH:5].[S:1]([Cl:2])([Cl:3])=[O:4]>>[C:6](=[O:7])([O:8][CH3:21])[c:9]1[cH:10][cH:11][c:12]([CH2:15][CH2:16][C:17]([NH2:18])([CH3:19])[CH3:20])[cH:13][cH:14]1.